From a dataset of the Open Reaction Database (ORD), a public repository of structured organic reaction records. describe an organic reaction: reactants, conditions, products, and yield Solvent: CCCCCC (hexane), C(Cl)Cl (methylene chloride). As a reaction SMILES: [C:1]([CH2:4][CH2:5][CH2:6][CH2:7][CH2:8][C:9]1[N:14]2[CH:15]=[N:16][CH:17]=[C:13]2[CH:12]=[CH:11][CH:10]=1)(O)=[O:2].[H-].C([Al+]CC(C)C)C(C)C.CO.O>C(Cl)Cl.CCCCCC>[CH:1]([CH2:4][CH2:5][CH2:6][CH2:7][CH2:8][C:9]1[N:14]2[CH:15]=[N:16][CH:17]=[C:13]2[CH:12]=[CH:11][CH:10]=1)=[O:2] |f:1.2|. The reactants are solution, [H-].C(C(C)C)[Al+]CC(C)C (di-isobutyl aluminum hydride), CO (methanol), C(=O)(O)CCCCCC1=CC=CC=2N1C=NC2 (5-(5-carboxypentyl)-imidazo[1,5-a]pyridine), O (water). Run at time 20 minute. Procedure: To a cooled (-60°) solution of 4.9 g of 5-(5-methoxycarbonylpentyl)-imidazo[1,5-a]pyridine (obtained by esterification of 5-(5-carboxypentyl)-imidazo[1,5-a]pyridine of Example 2 with diazomethane in methylene chloride) in 140 ml of methylene chloride is added 40 ml of a 1.75 M solution of di-isobutyl aluminum hydride in hexane in a dropwise manner over a 20 minute period. On completion of the addition, the reaction is allowed to stir at -60° for a further 20 minutes. Then, 10 ml of methanol, fol... The product is C(=O)CCCCCC1=CC=CC=2N1C=NC2 (5-(5-formylpentyl)-imidazo[1,5-a]pyridine). Reactants: COC(C=CC1=CC(=CC(=C1)I)F)=O (3-fluoro-5-iodocinnamic acid methyl ester), C(C)(C)(C)OC(=O)N1[C@@H](CC1)COC=1C=NC=C(C1)[Sn](C)(C)C (3-[[1-(tert-butoxycarbonyl)-2(S)-azetidinyl]methoxy]-5-(trimethylstannyl)pyridine), C(C)(C)(C)OC(=O)N1[C@@H](CC1)COC=1C=C(C=NC1)C=1C=C(C=CC1)CCCO (3-[3-[5-[[1-(tert-butoxycarbonyl)-2(S)-azetidinyl]methoxy]-3-pyridyl]phenyl]-1-propanol). Yields the product COC(C=CC1=CC(=CC(=C1)F)C=1C=NC=C(C1)OC[C@H]1N(CC1)C(=O)OC(C)(C)C)=O (3-[5-[[1-(tert-Butoxycarbonyl)-2(S)-azetidinyl]methoxy]-3-pyridyl]-5-fluorocinnamic Acid Methyl Ester). Reaction SMILES: [CH3:1][O:2][C:3](=[O:14])[CH:4]=[CH:5][C:6]1[CH:11]=[C:10](I)[CH:9]=[C:8]([F:13])[CH:7]=1.[C:15]([O:19][C:20]([N:22]1[CH2:25][CH2:24][C@H:23]1[CH2:26][O:27][C:28]1[CH:29]=[N:30][CH:31]=[C:32]([Sn](C)(C)C)[CH:33]=1)=[O:21])([CH3:18])([CH3:17])[CH3:16].C(OC(N1CC[C@H]1COC1C=C(C2C=C(CCCO)C=CC=2)C=NC=1)=O)(C)(C)C>>[CH3:1][O:2][C:3](=[O:14])[CH:4]=[CH:5][C:6]1[CH:7]=[C:8]([F:13])[CH:9]=[C:10]([C:32]2[CH:31]=[N:30][CH:29]=[C:28]([O:27][CH2:26][C@@H:23]3[CH2:24][CH2:25][N:22]3[C:20]([O:19][C:15]([CH3:18])([CH3:17])[CH3:16])=[O:21])[CH:33]=2)[CH:11]=1. Procedure details: This compound is prepared by Stille coupling of 3-fluoro-5-iodocinnamic acid methyl ester and 3-[[1-(tert-butoxycarbonyl)-2(S)-azetidinyl]methoxy]-5-(trimethylstannyl)pyridine, using the same procedure as described above for the preparation of 3-[3-[5-[[1-(tert-butoxycarbonyl)-2(S)-azetidinyl]methoxy]-3-pyridyl]phenyl]-1-propanol. The reactants are CCOC(C)=O, O=S(=O)(Nc1ncnc(Cl)c1-c1ccc(Cl)cc1)c1ccc(C(F)(F)F)cc1, Cl, OCCO. Product: O=S(=O)(Nc1ncnc(OCCO)c1-c1ccc(Cl)cc1)c1ccc(C(F)(F)F)cc1. As a reaction SMILES: [CH3:34][CH2:35][O:36][C:37](=[O:38])[CH3:39].[Cl:1][c:2]1[c:3](-[c:22]2[cH:23][cH:24][c:25]([Cl:28])[cH:26][cH:27]2)[c:4]([NH:8][S:9](=[O:10])(=[O:11])[c:12]2[cH:13][cH:14][c:15]([C:18]([F:19])([F:20])[F:21])[cH:16][cH:17]2)[n:5][cH:6][n:7]1.[ClH:29].[OH:30][CH2:31][CH2:32][OH:33]>>[c:2]1([O:30][CH2:31][CH2:32][OH:33])[c:3](-[c:22]2[cH:23][cH:24][c:25]([Cl:28])[cH:26][cH:27]2)[c:4]([NH:8][S:9](=[O:10])(=[O:11])[c:12]2[cH:13][cH:14][c:15]([C:18]([F:19])([F:20])[F:21])[cH:16][cH:17]2)[n:5][cH:6][n:7]1. As a reaction SMILES: [CH:12]1([c:15]2[cH:16][c:17]([CH3:27])[c:18]([N:21]3[CH2:22][CH2:23][NH:24][CH2:25][CH2:26]3)[n:19][cH:20]2)[CH2:13][CH2:14]1.[F:1][c:2]1[n:3][cH:4][c:5]([C:6](=[O:7])[OH:8])[cH:9][c:10]1[CH3:11]>>[F:1][c:2]1[n:3][cH:4][c:5]([C:6](=[O:8])[N:24]2[CH2:23][CH2:22][N:21]([c:18]3[c:17]([CH3:27])[cH:16][c:15]([CH:12]4[CH2:13][CH2:14]4)[cH:20][n:19]3)[CH2:26][CH2:25]2)[cH:9][c:10]1[CH3:11]. The reactants are Cc1cc(C2CC2)cnc1N1CCNCC1, Cc1cc(C(=O)O)cnc1F. Yields the product Cc1cc(C(=O)N2CCN(c3ncc(C4CC4)cc3C)CC2)cnc1F. Reactants: CC=1C(=C(C(NC1)=O)[N+](=O)[O-])SC1=CC(=CC(=C1)C)C (5-methyl-3-nitro-4-(3', 5'-dimethylphenyl)thiopyridin-2(1H)-one), CC=1C=C(C=C(C1)C)S (3,5-dimethylthiophenol), C(C)C=1C(=C(C(NC1C)=O)C(=O)OCC)SC1=CC(=CC(=C1)C)C (5-ethyl-6-methyl-3-carbethoxy-4-(3', 5'-dimethylphenyl)thio-pyridin-2(1H)-one). The solvent is C(C)O (ethanol), C(C)N(CC)CC (triethylamine). RXN SMILES: C[C:2]1[C:3]([S:12][C:13]2[CH:18]=[C:17](C)[CH:16]=[C:15](C)[CH:14]=2)=[C:4]([N+]([O-])=O)[C:5](=[O:8])[NH:6][CH:7]=1.C(C1C(SC2C=C(C)C=C(C)C=2)=C(C(OCC)=O)C(=O)NC=1C)C.CC1C=C(S)C=C(C)C=1>C(O)C.C(N(CC)CC)C>[C:13]1([S:12][C:3]2[CH:2]=[CH:7][NH:6][C:5](=[O:8])[CH:4]=2)[CH:14]=[CH:15][CH:16]=[CH:17][CH:18]=1. The product is C1(=CC=CC=C1)SC1=CC(NC=C1)=O (4-phenylthiopyridinone). Procedure: As for the method described for obtaining compound 7a in example 10, a mixture of compound 15 (1.00 g, 4.1 mmoles) in 10 ml of ethanol and 1 ml of triethylamine was agitated until homogeneous. 3,5-dimethylthiophenol (0.61 ml, 4.5 mmoles) was added. After 12 hours under reflux, the white precipitate was isolated by filtration and crystallised in ethyl acetate. Product 15 was obtained (1.05 g, 82%) in the form of white crystals: melting point 202° C.; NMR-1H (DMSO-d6) δ 12.17 (1H, s, NH-1), 7.22 (... Reactants: COCCCOc1cc(CC(CC(NC(=O)OC(C)(C)C)C(=O)CC(C(=O)O)C(C)C)C(C)C)ccc1OC, C1CCOC1. The product is COCCCOc1cc(CC(CC(NC(=O)OC(C)(C)C)C2CC(C(C)C)C(=O)O2)C(C)C)ccc1OC. As a reaction SMILES: [C:1]([CH3:2])([CH3:3])([CH3:4])[O:5][C:6](=[O:7])[NH:8][CH:9]([C:10]([CH2:11][CH:12]([C:13](=[O:14])[OH:15])[CH:16]([CH3:17])[CH3:18])=[O:19])[CH2:20][CH:21]([CH:22]([CH3:23])[CH3:24])[CH2:25][c:26]1[cH:27][c:28]([O:34][CH2:35][CH2:36][CH2:37][O:38][CH3:39])[c:29]([O:32][CH3:33])[cH:30][cH:31]1.[O:40]1[CH2:41][CH2:42][CH2:43][CH2:44]1>>[C:1]([CH3:2])([CH3:3])([CH3:4])[O:5][C:6](=[O:7])[NH:8][CH:9]([CH:10]1[CH2:11][CH:12]([CH:16]([CH3:17])[CH3:18])[C:13](=[O:14])[O:19]1)[CH2:20][CH:21]([CH:22]([CH3:23])[CH3:24])[CH2:25][c:26]1[cH:27][c:28]([O:34][CH2:35][CH2:36][CH2:37][O:38][CH3:39])[c:29]([O:32][CH3:33])[cH:30][cH:31]1. The reactants are FC(C1=C(CN2C(=NC3=C2C=C(C=C3)O)C3=CC(=C(C(=C3)OC)OC)OC)C=CC=C1)(F)F (1-(2-trifluoromethylbenzyl)-2-(3,4,5-trimethoxyphenyl)-6-hydroxybenzimidazole), CN(C)C(CCl)C (2-(N,N-dimethylamino)propyl chloride). The product is FC(C1=C(CN2C(=NC3=C2C=C(C=C3)OCC(C)N(C)C)C3=CC(=C(C(=C3)OC)OC)OC)C=CC=C1)(F)F (1-(2-trifluoromethylbenzyl)-2-(3,4,5-trimethoxyphenyl)-6-[2-(N,N-dimethylamino)propoxy]-benzimidazole). As a reaction SMILES: [F:1][C:2]([F:33])([F:32])[C:3]1[CH:31]=[CH:30][CH:29]=[CH:28][C:4]=1[CH2:5][N:6]1[C:10]2[CH:11]=[C:12]([OH:15])[CH:13]=[CH:14][C:9]=2[N:8]=[C:7]1[C:16]1[CH:21]=[C:20]([O:22][CH3:23])[C:19]([O:24][CH3:25])=[C:18]([O:26][CH3:27])[CH:17]=1.[CH3:34][N:35]([CH:37]([CH3:40])[CH2:38]Cl)[CH3:36]>>[F:33][C:2]([F:1])([F:32])[C:3]1[CH:31]=[CH:30][CH:29]=[CH:28][C:4]=1[CH2:5][N:6]1[C:10]2[CH:11]=[C:12]([O:15][CH2:38][CH:37]([N:35]([CH3:36])[CH3:34])[CH3:40])[CH:13]=[CH:14][C:9]=2[N:8]=[C:7]1[C:16]1[CH:17]=[C:18]([O:26][CH3:27])[C:19]([O:24][CH3:25])=[C:20]([O:22][CH3:23])[CH:21]=1. Procedure details: The title compound was prepared by reacting the compound of Example 104 with 2-(N,N-dimethylamino)propyl chloride essentially as previously described. mp 163° C., NMR, IR, MS 543, 544.